This data is from the Open Reaction Database (ORD), a public repository of structured organic reaction records. The task is: describe an organic reaction: reactants, conditions, products, and yield Starting materials: COC(=O)C=1OC2=C(C1)C=C(C=C2)NC(=O)C=2C(=CC=CC2)C2=CC=C(C=C2)C(F)(F)F (5-[(4′-Trifluoromethyl-biphenyl-2-carbonyl)-amino]-benzofuran-2-carboxylic acid methyl ester), [Li+].[OH-] (LiOH). Solvent: C1CCOC1 (THF), O (water), CO (methanol). Run at time 30 minute. Product: FC(C1=CC=C(C=C1)C=1C(=CC=CC1)C(=O)NC=1C=CC2=C(C=C(O2)C(=O)O)C1)(F)F (5-[(4′-Trifluoromethyl-biphenyl-2-carbonyl)-amino]-benzofuran-2-carboxylic acid). Isolated yield 90.5%. RXN SMILES: C[O:2][C:3]([C:5]1[O:6][C:7]2[CH:13]=[CH:12][C:11]([NH:14][C:15]([C:17]3[C:18]([C:23]4[CH:28]=[CH:27][C:26]([C:29]([F:32])([F:31])[F:30])=[CH:25][CH:24]=4)=[CH:19][CH:20]=[CH:21][CH:22]=3)=[O:16])=[CH:10][C:8]=2[CH:9]=1)=[O:4].[Li+].[OH-]>C1COCC1.CO.O>[F:32][C:29]([F:30])([F:31])[C:26]1[CH:25]=[CH:24][C:23]([C:18]2[C:17]([C:15]([NH:14][C:11]3[CH:12]=[CH:13][C:7]4[O:6][C:5]([C:3]([OH:4])=[O:2])=[CH:9][C:8]=4[CH:10]=3)=[O:16])=[CH:22][CH:21]=[CH:20][CH:19]=2)=[CH:28][CH:27]=1 |f:1.2|. Procedure details: The product from step (c) (8.1 g) was dissolved in THF (100 mL) and methanol (100 mL). Under stirring conditions was added LiOH (2 g) in water (100 mL). The reaction mixture was stirred at room temperature for 30 minutes. The reaction solution was then concentrated in vacuo, acidified by adding 1N HCl solution. The product was extracted with ether (2×300 mL), and combined organic layers were washed with brine (2×50 mL) and then dried over MgSO4. The organic layer was then concentrated in vacuo t...